Dataset: the Open Reaction Database (ORD), a public repository of structured organic reaction records. Task: describe an organic reaction: reactants, conditions, products, and yield The reactants are CCOCCOCCOc1nsnc1-c1cccnc1, CI, CC(C)=O. The product is CCOCCOCCOc1nsnc1-c1ccc[n+](C)c1, [I-]. As a reaction SMILES: [CH2:3]([CH3:4])[O:5][CH2:6][CH2:7][O:8][CH2:9][CH2:10][O:11][c:12]1[n:13][s:14][n:15][c:16]1-[c:17]1[cH:18][n:19][cH:20][cH:21][cH:22]1.[CH3:1][I:2].[CH3:23][C:24](=[O:25])[CH3:26]>>[CH3:1][n+:19]1[cH:18][c:17](-[c:16]2[c:12]([O:11][CH2:10][CH2:9][O:8][CH2:7][CH2:6][O:5][CH2:3][CH3:4])[n:13][s:14][n:15]2)[cH:22][cH:21][cH:20]1.[I-:2]. The reactants are Cl.NC(=N)N (guanidine hydrochloride), [O-]CC.[Na+] (sodium ethoxide), C(C)OC(COC=1C=CC2=C(CC(CCC2)NC[C@@H](COC2=CC=CC=C2)O)C1)=O (2-[8-[(2S)-2-hydroxy-3-phenoxypropyl]amino-6,7,8,9-tetrahydro-5H-benzocyclohepten-2-yloxy]acetic acid ethyl ester). Solvent: CN(C=O)C (N,N-dimethylformamide). Reaction conditions: time 5 minute. Yields the product Cl.O[C@@H](CNC1CCCC2=C(C1)C=C(C=C2)OCC(=O)NC(=N)N)COC2=CC=CC=C2 (N-[2-[8-[(2S)-2-hydroxy-3-phenoxypropyl]amino-6,7,8,9-tetrahydro-5H-benzocyclohepten-2-yloxy]acetyl]guanidine hydrochloride). Yield: 54.3%. Reaction SMILES: [ClH:1].[NH2:2][C:3]([NH2:5])=[NH:4].[O-]CC.[Na+].C([O:12][C:13](=O)[CH2:14][O:15][C:16]1[CH:17]=[CH:18][C:19]2[CH2:25][CH2:24][CH2:23][CH:22]([NH:26][CH2:27][C@H:28]([OH:37])[CH2:29][O:30][C:31]3[CH:36]=[CH:35][CH:34]=[CH:33][CH:32]=3)[CH2:21][C:20]=2[CH:38]=1)C>CN(C)C=O>[ClH:1].[OH:37][C@H:28]([CH2:29][O:30][C:31]1[CH:32]=[CH:33][CH:34]=[CH:35][CH:36]=1)[CH2:27][NH:26][CH:22]1[CH2:21][C:20]2[CH:38]=[C:16]([O:15][CH2:14][C:13]([NH:4][C:3]([NH2:5])=[NH:2])=[O:12])[CH:17]=[CH:18][C:19]=2[CH2:25][CH2:24][CH2:23]1 |f:0.1,2.3,6.7|. Procedure details: To a solution of guanidine hydrochloride (463 mg) in N,N-dimethylformamide (20 ml) was added 28% sodium ethoxide (0.22 ml) under ice-cooling, and the mixture was stirred at room temperature for 5 minutes. To the resulting mixture was added 2-[8-[(2S)-2-hydroxy-3-phenoxypropyl]amino-6,7,8,9-tetrahydro-5H-benzocyclohepten-2-yloxy]acetic acid ethyl ester (400 mg). After being stirred at room temperature for 2 hours, the precipitates were collected by filtration and treated with 4N hydrogen chloride... Starting materials: CN, CO, CC(C)C(=O)c1ccc(Cl)c([N+](=O)[O-])c1. Product: CNc1ccc(C(=O)C(C)C)cc1[N+](=O)[O-]. As a reaction SMILES: [CH3:16][NH2:17].[CH3:18][OH:19].[Cl:1][c:2]1[c:3]([N+:13](=[O:14])[O-:15])[cH:4][c:5]([C:8]([CH:9]([CH3:10])[CH3:11])=[O:12])[cH:6][cH:7]1>>[c:2]1([NH:17][CH3:16])[c:3]([N+:13](=[O:14])[O-:15])[cH:4][c:5]([C:8]([CH:9]([CH3:10])[CH3:11])=[O:12])[cH:6][cH:7]1. Starting materials: CC1(C)OC(=O)CC(=O)O1, O, O=Cc1cccc(O)c1. Yields the product CC1(C)OC(=O)C(=Cc2cccc(O)c2)C(=O)O1. Reaction SMILES: [CH3:1][C:2]1([CH3:10])[O:3][C:4](=[O:9])[CH2:5][C:6](=[O:8])[O:7]1.[OH2:20].[OH:11][c:12]1[cH:13][c:14]([CH:15]=[O:16])[cH:17][cH:18][cH:19]1>>[CH3:1][C:2]1([CH3:10])[O:3][C:4](=[O:9])[C:5](=[CH:15][c:14]2[cH:13][c:12]([OH:11])[cH:19][cH:18][cH:17]2)[C:6](=[O:8])[O:7]1.